From a dataset of the Open Reaction Database (ORD), a public repository of structured organic reaction records. describe an organic reaction: reactants, conditions, products, and yield Reactants: Cl (hydrochloric acid), COC([C@H](NC(=O)OC(C)(C)C)CC1=C(C=C(C(=C1)F)F)F)=O ((R)-N-(tert-butoxycarbonyl)-2,4,5-trifluorophenylalanine methyl ester), O1CCCC1 (tetrahydrofuran), [OH-].[Li+] (lithium hydroxide). Solvent: mixture, CO (methanol). Yields the product C(C)(C)(C)OC(=O)N[C@H](CC1=C(C=C(C(=C1)F)F)F)C(=O)O ((R)-N-(tert-Butoxycarbonyl)-2,4,5-trifluorophenylalanine). Reaction SMILES: C[O:2][C:3](=[O:23])[C@@H:4]([CH2:13][C:14]1[CH:19]=[C:18]([F:20])[C:17]([F:21])=[CH:16][C:15]=1[F:22])[NH:5][C:6]([O:8][C:9]([CH3:12])([CH3:11])[CH3:10])=[O:7].O1CCCC1.[OH-].[Li+].Cl>CO>[C:9]([O:8][C:6]([NH:5][C@@H:4]([C:3]([OH:23])=[O:2])[CH2:13][C:14]1[CH:19]=[C:18]([F:20])[C:17]([F:21])=[CH:16][C:15]=1[F:22])=[O:7])([CH3:12])([CH3:10])[CH3:11] |f:2.3|. Procedure details: A solution of 2.41 g (7.5 mmol) of (R)-N-(tert-butoxycarbonyl)-2,4,5-trifluorophenylalanine methyl ester in approximately 200 mL of a mixture of tetrahydrofuran:methanol: 1N lithium hydroxide (3:1:1) was stirred at 50° C. for 4 h. The reaction was cooled, acidified with 5% hydrochloric acid (aqueous) and extracted with ethyl acetate. The combined organic phases were washed with brine, dried over magnesium sulfate and concentrated in vacuo to give the title compound. LC-MS 220.9 (M+1-BOC). The product is C(#N)C1=CC=CC(=N1)C=1N=C(SC1)N=C(N)N (4-(6-cyanopyridin-2-yl)-2-(diaminomethyleneamino)-thiazole). The yield is 90.2%. RXN SMILES: P(Cl)(Cl)(Cl)=O.[C:6]([C:9]1[N:14]=[C:13]([C:15]2[N:16]=[C:17]([N:20]=[C:21]([NH2:23])[NH2:22])[S:18][CH:19]=2)[CH:12]=[CH:11][CH:10]=1)(=O)[NH2:7].O1CCCC1.C(=O)([O-])[O-].[K+].[K+]>CN(C)C=O.O.C(OCC)(=O)C>[C:6]([C:9]1[N:14]=[C:13]([C:15]2[N:16]=[C:17]([N:20]=[C:21]([NH2:23])[NH2:22])[S:18][CH:19]=2)[CH:12]=[CH:11][CH:10]=1)#[N:7] |f:3.4.5|. Reported procedure: Phosphorus oxychloride (0.7 ml) was dropwise added to a mixture of 4-(6-carbamoylpyridin-2-yl)-2-(diaminomethyleneamino)thiazole (1.0 g) in N,N-dimethylformamide (10 ml) at 2°-8° C. with stirring and the mixture was stirred for 5 hours at the same temperature. The reaction mixture was added to a mixture of tetrahydrofuran, ethyl acetate and water and the mixture was adjusted to pH 9.5 with 20% aqueous potassium carbonate. The separated organic layer was washed with brine and dried over magnesium... Starting materials: O1CCCC1 (tetrahydrofuran), C([O-])([O-])=O.[K+].[K+] (potassium carbonate), P(=O)(Cl)(Cl)Cl (Phosphorus oxychloride), C(N)(=O)C1=CC=CC(=N1)C=1N=C(SC1)N=C(N)N (4-(6-carbamoylpyridin-2-yl)-2-(diaminomethyleneamino)thiazole). Solvent: O (water), C(C)(=O)OCC (ethyl acetate), CN(C=O)C (N,N-dimethylformamide). Starting materials: C1CCOC1, CCOC(=O)C(C)(C)c1cncnc1, CC(=O)O, [Li+], [OH-]. Product: CC(C)(C(=O)[O-])c1cncnc1, [Li+]. Reaction SMILES: [CH2:17]1[O:18][CH2:19][CH2:20][CH2:21]1.[CH3:1][C:2]([C:3](=[O:4])[O:5][CH2:6][CH3:7])([CH3:8])[c:9]1[cH:10][n:11][cH:12][n:13][cH:14]1.[CH3:22][C:23](=[O:24])[OH:25].[Li+:15].[OH-:16]>>[CH3:1][C:2]([C:3](=[O:4])[O-:5])([CH3:8])[c:9]1[cH:10][n:11][cH:12][n:13][cH:14]1.[Li+:15]. Reactants: C(#N)C1=CC=NC=C1 (4-Cyano pyridine), product, OO (H2O2), substituted pyridine, substituted pyridine N-oxide. The solvent is CO (methanol). Reaction conditions: time 24 hour. Product: C(#N)C1=CC=[N+](C=C1)[O-] (4-Cyanopyridine N-oxide). RXN SMILES: [C:1]([C:3]1[CH:8]=[CH:7][N:6]=[CH:5][CH:4]=1)#[N:2].[OH:9]O>CO>[C:1]([C:3]1[CH:8]=[CH:7][N+:6]([O-:9])=[CH:5][CH:4]=1)#[N:2]. Procedure: This example illustrates the use of catalytic activity of the product obtained in Example 1. A typical oxidation of substituted pyridine to substituted pyridine N-oxide was carried out as follows. 0.5 g. of the material obtained according to example 1, (x=0.064) were added to a mixture containing 10.0 g 4-Cyano pyridine and 40 ml methanol under stirring. The temperature of this reaction mixture was kept at 60° C. and then 19.8 g. of H2O2 (30%) were added drop wise to the reaction mixture under s... Starting materials: C=CC(=O)OCC, CCO, O=N[O-], Nc1cc(C(F)(F)F)ccc1C(=O)O, [Na+], O. The product is CCOC(=O)C=Cc1cc(C(F)(F)F)ccc1C(=O)O. As a reaction SMILES: [C:22]([CH:23]=[CH2:24])(=[O:25])[O:26][CH2:27][CH3:28].[CH3:19][CH2:20][OH:21].[N:1]([O-:2])=[O:3].[NH2:5][c:6]1[c:7]([C:8](=[O:9])[OH:10])[cH:11][cH:12][c:13]([C:15]([F:16])([F:17])[F:18])[cH:14]1.[Na+:4].[OH2:29]>>[c:6]1([CH:24]=[CH:23][C:22](=[O:25])[O:26][CH2:27][CH3:28])[c:7]([C:8](=[O:9])[OH:10])[cH:11][cH:12][c:13]([C:15]([F:16])([F:17])[F:18])[cH:14]1. Reactants: CC(C)(C)OC(=O)N(Cc1ccc2c(c1)OCCO2)C1CCNCC1, CC(=O)O[BH-](OC(C)=O)OC(C)=O, O=C([O-])O, COc1ccc2ccc(=O)n(CC=O)c2c1, CCOC(C)=O, CC(=O)O, ClCCl, [Na+], [Na+], O. The product is COc1ccc2ccc(=O)n(CCN3CCC(N(Cc4ccc5c(c4)OCCO5)C(=O)OC(C)(C)C)CC3)c2c1. As a reaction SMILES: [C:17]([CH3:18])([CH3:19])([CH3:20])[O:21][C:22]([N:23]([CH:24]1[CH2:25][CH2:26][NH:27][CH2:28][CH2:29]1)[CH2:30][c:31]1[cH:32][c:33]2[c:34]([cH:39][cH:40]1)[O:35][CH2:36][CH2:37][O:38]2)=[O:41].[C:42]([O:43][BH-:44]([O:45][C:46](=[O:47])[CH3:48])[O:49][C:50](=[O:51])[CH3:52])(=[O:53])[CH3:54].[C:56](=[O:57])([O-:58])[OH:59].[CH3:1][O:2][c:3]1[cH:4][cH:5][c:6]2[cH:7][cH:8][c:9](=[O:16])[n:10]([CH2:13][CH:14]=[O:15])[c:11]2[cH:12]1.[CH3:61][CH2:62][O:63][C:64](=[O:65])[CH3:66].[CH3:68][C:69](=[O:70])[OH:71].[Cl:72][CH2:73][Cl:74].[Na+:55].[Na+:60].[OH2:67]>>[CH3:1][O:2][c:3]1[cH:4][cH:5][c:6]2[cH:7][cH:8][c:9](=[O:16])[n:10]([CH2:13][CH2:14][N:27]3[CH2:26][CH2:25][CH:24]([N:23]([C:22]([O:21][C:17]([CH3:18])([CH3:19])[CH3:20])=[O:41])[CH2:30][c:31]4[cH:32][c:33]5[c:34]([cH:39][cH:40]4)[O:35][CH2:36][CH2:37][O:38]5)[CH2:29][CH2:28]3)[c:11]2[cH:12]1. The reactants are O=C1C=2C=CC=C(C2CCC1)C(=O)OC (methyl 5-oxo-5,6,7,8-tetrahydro-1-naphthoate), [Se](=O)=O (selenium dioxide), CC1OC=2CCCC(C2C=C1)=O (2-methyl-2,6,7,8-tetrahydro-chromen-5-one). The product is O=C1C=2C=CC=C(C2CCC1)C(=O)OC (Methyl 5-oxo-5,6,7,8-tetrahydro-1-naphthoate), C1(C(C=CC2=CC=CC=C12)=O)=O (1,2-naphthoquinone), COC(=O)C1=CC=CC=2C(C(C=CC12)=O)=O (5,6-dioxo-5,6-dihydro-naphthalene-1-carboxylic acid methyl ester). As a reaction SMILES: [CH3:1][CH:2]1[CH:11]=[CH:10][C:9]2[C:8](=[O:12])[CH2:7][CH2:6][CH2:5][C:4]=2[O:3]1.[O:13]=[C:14]1[CH2:23][CH2:22][CH2:21][C:20]2[C:19]([C:24]([O:26][CH3:27])=[O:25])=[CH:18][CH:17]=[CH:16][C:15]1=2.[Se](=O)=[O:29]>>[O:13]=[C:14]1[CH2:23][CH2:22][CH2:21][C:20]2[C:19]([C:24]([O:26][CH3:27])=[O:25])=[CH:18][CH:17]=[CH:16][C:15]1=2.[C:8]1(=[O:12])[C:9]2[C:4](=[CH:1][CH:2]=[CH:11][CH:10]=2)[CH:5]=[CH:6][C:7]1=[O:29].[CH3:27][O:26][C:24]([C:19]1[C:20]2[CH:21]=[CH:22][C:23](=[O:3])[C:14](=[O:13])[C:15]=2[CH:16]=[CH:17][CH:18]=1)=[O:25]. Procedure details: Methyl 5-oxo-5,6,7,8-tetrahydro-1-naphthoate was prepared according to the literature (J. Org. Chem. 1976, p2918) from 2-methyl-2,6,7,8-tetrahydro-chromen-5-one (Tetrahedron Letters, 1975, p3407). Treatment of methyl 5-oxo-5,6,7,8-tetrahydro-1-naphthoate with selenium dioxide as described in Reference Example 1A yielded the corresponding 1,2-naphthoquinone, 5,6-dioxo-5,6-dihydro-naphthalene-1-carboxylic acid methyl ester, which was coupled with 2,3-diamino-benzoic acid, diacetate salt, as descri...